Task: describe an organic reaction: reactants, conditions, products, and yield. Dataset: the Open Reaction Database (ORD), a public repository of structured organic reaction records Starting materials: O=S(=O)(O)c1cc(S(=O)(=O)O)c2ccccc2c1O, O=S(=O)(O)c1ccc(O)c2ccccc12. Product: O=S(=O)(O)c1ccc2ccccc2c1O. Reaction SMILES: [c:16]1([OH:34])[c:17]([S:30](=[O:31])(=[O:32])[OH:33])[cH:18][c:19]([S:26]([OH:27])(=[O:28])=[O:29])[c:20]2[cH:21][cH:22][cH:23][cH:24][c:25]12.[c:1]1([OH:2])[c:3]2[c:4]([cH:5][cH:6][cH:7][cH:8]2)[c:9]([S:10]([OH:11])(=[O:12])=[O:13])[cH:14][cH:15]1>>[c:16]1([OH:34])[c:17]([S:30](=[O:31])(=[O:32])[OH:33])[cH:18][cH:19][c:20]2[cH:21][cH:22][cH:23][cH:24][c:25]12. Reaction conditions: temperature 37 celsius. Procedure: A mixture of N-{p-[N-((6RS)-2-methyl-4-oxo-3,4,7,8-tetrahydro-6H-cyclopenta[g]quinazolin-6-yl)-N-(prop-2-ynyl)amino]benzoyl}-L-glutamic acid (6 g), carboxypeptidase G2 (2000 units) and tris buffer [prepared by mixing 2-amino-2-hydroxymethyl-1,3-propanediol (12.11 g), zinc chloride (0.035 g) and distilled water (950 ml), by adjusting the basicity of the mixture to pH 7.3 by the addition of 2N aqueous hydrochloric acid and by adding sufficient distilled water to give a final volume of 1 L; 750 ml]... The reactants are CC1=NC2=CC3=C(C=C2C(N1)=O)C(CC3)N(CC#C)C3=CC=C(C(=O)N[C@@H](CCC(=O)O)C(=O)O)C=C3 (N-{p-[N-((6RS)-2-methyl-4-oxo-3,4,7,8-tetrahydro-6H-cyclopenta[g]quinazolin-6-yl)-N-(prop-2-ynyl)amino]benzoyl}-L-glutamic acid), NC(CO)(CO)CO (2-amino-2-hydroxymethyl-1,3-propanediol), C(C)(=O)O (acetic acid). Product: CC1=NC2=CC3=C(C=C2C(N1)=O)C(CC3)N(CC#C)C3=CC=C(C(=O)O)C=C3 (p-[N-((6RS)-2-Methyl-4-oxo-3,4,7,8-tetrahydro-6H-cyclopenta[g]quinazolin-6-yl)-N-(prop-2-ynyl)amino]benzoic acid). The reagents and catalysts are [Cl-].[Zn+2].[Cl-] (zinc chloride). Reaction SMILES: [CH3:1][C:2]1[NH:11][C:10](=[O:12])[C:9]2[C:4](=[CH:5][C:6]3[CH2:15][CH2:14][CH:13]([N:16]([C:20]4[CH:37]=[CH:36][C:23](C(N[C@H](C(O)=O)CCC(O)=O)=O)=[CH:22][CH:21]=4)[CH2:17][C:18]#[CH:19])[C:7]=3[CH:8]=2)[N:3]=1.NC(CO)(CO)CO.[C:46]([OH:49])(=[O:48])C>[Cl-].[Zn+2].[Cl-]>[CH3:1][C:2]1[NH:11][C:10](=[O:12])[C:9]2[C:4](=[CH:5][C:6]3[CH2:15][CH2:14][CH:13]([N:16]([C:20]4[CH:37]=[CH:36][C:23]([C:46]([OH:49])=[O:48])=[CH:22][CH:21]=4)[CH2:17][C:18]#[CH:19])[C:7]=3[CH:8]=2)[N:3]=1 |f:3.4.5|. Reactants: ClC1=NN=C2N1C=C(C=C2)F (3-Chloro-6-fluoro-[1,2,4]triazolo[4,3-a]pyridine), R-3-hydroxymethyl piperidine, CO (MeOH). Run in C(Cl)Cl (DCM), CC(=O)N(C)C (DMA). Product: FC=1C=CC=2N(C1)C(=NN2)N2C[C@@H](CCC2)CO ([(R)-1-(6-Fluoro-[1,2,4]triazolo[4,3-a]pyridin-3-yl)-piperidin-3-yl]-methanol). Isolated yield 29.0%. Reaction SMILES: Cl[C:2]1[N:6]2[CH:7]=[C:8]([F:11])[CH:9]=[CH:10][C:5]2=[N:4][N:3]=1.[CH3:12][OH:13]>CC(N(C)C)=O.C(Cl)Cl>[F:11][C:8]1[CH:9]=[CH:10][C:5]2[N:6]([C:2]([N:6]3[CH2:7][CH2:8][CH2:9][C@@H:10]([CH2:12][OH:13])[CH2:5]3)=[N:3][N:4]=2)[CH:7]=1. Procedure: A brown solution of Intermediate 24b (565 mg, 3.29 mmol) and R-3-hydroxymethyl piperidine (Chess GmbH, 948 mg, 8.23 mmol) in DMA (10 mL) was irradiated at 175° C. for 3 h in the microwave. The cooled solution was concentrated in vacuo, suspended in water (10 mL) and brine (10 mL), and then extracted with DCM (2×20 mL). The combined organics were passed through a hydrophobic frit and concentrated in vacuo to leave a brown oil. FCC, using 4-5% MeOH in DCM, gave the title compound as a viscous yell... Reactants: ice, Cl (hydrochloric acid), [Cl-].[Al+3].[Cl-].[Cl-] (aluminum chloride), C1(C(=C)CC(=O)O1)=O (itaconic anhydride), ClC1=CC=C(C=C1)C1=CC=CC=C1 (4-chlorobiphenyl). The solvent is O (water), ClC1=C(C=CC=C1)Cl (o-dichlorobenzene), ClC1=C(C=CC=C1)Cl (o-dichlorobenzene). Conditions: temperature 20 celsius. Product: ClC1=CC=C(C=C1)C1=CC=C(C=C1)C(CC(C(=O)O)=C)=O (4-(4′-chlorobiphenyl-4-yl)-4-keto-2-methylenebutyric acid). Yield: 71.4%. Reaction SMILES: [Cl-].[Al+3].[Cl-].[Cl-].[C:5]1(=[O:12])[O:11][C:9](=[O:10])[CH2:8][C:6]1=[CH2:7].[Cl:13][C:14]1[CH:19]=[CH:18][C:17]([C:20]2[CH:25]=[CH:24][CH:23]=[CH:22][CH:21]=2)=[CH:16][CH:15]=1.Cl>ClC1C=CC=CC=1Cl.O>[Cl:13][C:14]1[CH:15]=[CH:16][C:17]([C:20]2[CH:25]=[CH:24][C:23]([C:9](=[O:10])[CH2:8][C:6](=[CH2:7])[C:5]([OH:11])=[O:12])=[CH:22][CH:21]=2)=[CH:18][CH:19]=1 |f:0.1.2.3|. Procedure: 212 g (1.59 mol) of anhydrous aluminum chloride are introduced into 1200 g of o-dichlorobenzene and brought to 45° C. with stirring. A solution of 78.5 g (0.7 mol) of itaconic anhydride and 132 g (0.7 mol) of 4-chlorobiphenyl in 600 g of o-dichlorobenzene at 45° C. is added dropwise in the course of one hour. The reaction mixture is stirred at 45° C. for one hour and then added to an ice-cold mixture of 1000 g of water and 142 g of hydrochloric acid (37%). The aqueous phase is separated off. The... Reactants: CCSc1ccc(NC(=O)C(C)(O)C(F)(F)F)c(Cl)c1Cl, CCOC(C)=O, CC(=O)O, O, OO. Product: CCS(=O)(=O)c1ccc(NC(=O)C(C)(O)C(F)(F)F)c(Cl)c1Cl. RXN SMILES: [CH2:3]([CH3:4])[S:5][c:6]1[c:7]([Cl:23])[c:8]([Cl:22])[c:9]([NH:12][C:13]([C:14]([C:15]([F:16])([F:17])[F:18])([CH3:19])[OH:20])=[O:21])[cH:10][cH:11]1.[CH3:24][CH2:25][O:26][C:27]([CH3:28])=[O:29].[CH3:31][C:32](=[O:33])[OH:34].[OH2:30].[OH:1][OH:2]>>[CH2:3]([CH3:4])[S:5]([c:6]1[c:7]([Cl:23])[c:8]([Cl:22])[c:9]([NH:12][C:13]([C:14]([C:15]([F:16])([F:17])[F:18])([CH3:19])[OH:20])=[O:21])[cH:10][cH:11]1)(=[O:26])=[O:30]. Reactants: FB(F)F, CCOCC, COc1cc(C(=O)O)cc(OC)c1OC, O=C(CCl)OC(=O)CCl, CC(Cl)Cl, c1ccsc1. The product is COc1cc(C(=O)c2cccs2)cc(OC)c1OC. As a reaction SMILES: [B:35]([F:36])([F:37])[F:38].[CH2:30]([O:31][CH2:32][CH3:33])[CH3:34].[CH3:1][O:2][c:3]1[cH:4][c:5]([C:13]([OH:14])=[O:15])[cH:6][c:7]([O:8][CH3:9])[c:10]1[O:11][CH3:12].[Cl:16][CH2:17][C:18]([O:19][C:20](=[O:21])[CH2:22][Cl:23])=[O:24].[Cl:39][CH:40]([Cl:41])[CH3:42].[cH:25]1[cH:26][cH:27][s:28][cH:29]1>>[CH3:1][O:2][c:3]1[cH:4][c:5]([C:13](=[O:15])[c:27]2[cH:26][cH:25][cH:29][s:28]2)[cH:6][c:7]([O:8][CH3:9])[c:10]1[O:11][CH3:12]. Reaction SMILES: [CH3:18][S:19](=[O:20])(=[O:21])[NH2:22].[CH3:23][CH2:24][O:25][C:26]([CH3:27])=[O:28].[Cl:1][C:2]([O:3][c:4]1[cH:5][cH:6][cH:7][cH:8][cH:9]1)([O:10][c:11]1[cH:12][cH:13][cH:14][cH:15][cH:16]1)[Cl:17]>>[C:2]([O:3][c:4]1[cH:5][cH:6][cH:7][cH:8][cH:9]1)([O:10][c:11]1[cH:12][cH:13][cH:14][cH:15][cH:16]1)=[N:22][S:19]([CH3:18])(=[O:20])=[O:21]. Starting materials: CS(N)(=O)=O, CCOC(C)=O, ClC(Cl)(Oc1ccccc1)Oc1ccccc1. The product is CS(=O)(=O)N=C(Oc1ccccc1)Oc1ccccc1.